From a dataset of the Open Reaction Database (ORD), a public repository of structured organic reaction records. describe an organic reaction: reactants, conditions, products, and yield Yields the product CCOc1ccc(-c2nc(-c3cc(CO)c(O)c(C(=O)OC)c3)cs2)cc1OCC. RXN SMILES: [BH3:31].[CH2:1]([CH3:2])[O:3][c:4]1[cH:5][c:6](-[c:13]2[s:14][cH:15][c:16](-[c:18]3[cH:19][c:20]([C:27](=[O:28])[O:29][CH3:30])[c:21]([OH:26])[c:22]([CH:24]=[O:25])[cH:23]3)[n:17]2)[cH:7][cH:8][c:9]1[O:10][CH2:11][CH3:12].[CH3:33][OH:34].[Na:32]>>[CH2:1]([CH3:2])[O:3][c:4]1[cH:5][c:6](-[c:13]2[s:14][cH:15][c:16](-[c:18]3[cH:19][c:20]([C:27](=[O:28])[O:29][CH3:30])[c:21]([OH:26])[c:22]([CH2:24][OH:25])[cH:23]3)[n:17]2)[cH:7][cH:8][c:9]1[O:10][CH2:11][CH3:12]. The reactants are B, CCOc1ccc(-c2nc(-c3cc(C=O)c(O)c(C(=O)OC)c3)cs2)cc1OCC, CO, [Na]. Reactants: C1(CC1)[C@H](C)NCC=1NC(C2=C(N1)CCOC2)=O ((S)-2-((1-cyclopropylethylamino)methyl)-7,8-dihydro-3H-pyrano[4,3-d]pyrimidin-4(5H)-one), FC1=CC=C(C(=O)C2CCN(CC2)CC(=O)O)C=C1 (2-(4-(4-fluorobenzoyl)piperidin-1-yl)acetic acid), C27H33FN4O4. The product is C1(CC1)[C@H](C)N(C(CN1CCC(CC1)C(C1=CC=C(C=C1)F)=O)=O)CC=1NC(C2=C(N1)CCOC2)=O ((S)—N-(1-Cyclopropylethyl)-2-(4-(4-fluorobenzoyl)piperidin-1-yl)-N-((4-oxo-4,5,7,8-tetrahydro-3H-pyrano[4,3-d]pyrimidin-2-yl)methyl)acetamide). As a reaction SMILES: [CH:1]1([C@@H:4]([NH:6][CH2:7][C:8]2[NH:9][C:10](=[O:18])[C:11]3[CH2:17][O:16][CH2:15][CH2:14][C:12]=3[N:13]=2)[CH3:5])[CH2:3][CH2:2]1.[F:19][C:20]1[CH:37]=[CH:36][C:23]([C:24]([CH:26]2[CH2:31][CH2:30][N:29]([CH2:32][C:33](O)=[O:34])[CH2:28][CH2:27]2)=[O:25])=[CH:22][CH:21]=1>>[CH:1]1([C@@H:4]([N:6]([CH2:7][C:8]2[NH:9][C:10](=[O:18])[C:11]3[CH2:17][O:16][CH2:15][CH2:14][C:12]=3[N:13]=2)[C:33](=[O:34])[CH2:32][N:29]2[CH2:30][CH2:31][CH:26]([C:24](=[O:25])[C:23]3[CH:22]=[CH:21][C:20]([F:19])=[CH:37][CH:36]=3)[CH2:27][CH2:28]2)[CH3:5])[CH2:3][CH2:2]1. Procedure details: Following general procedure of Example 4, the title compound was prepared (29 mg) from (S)-2-((1-cyclopropylethylamino)methyl)-7,8-dihydro-3H-pyrano[4,3-d]pyrimidin-4(5H)-one and 2-(4-(4-fluorobenzoyl)piperidin-1-yl)acetic acid. Exact mass calculated for C27H33FN4O4 496.6. found 497.6 (ESI, M+H); 1H NMR (400 MHz, DMSO-d6) δ ppm 7.98-8.21 (m, 2H) 7.40 (t, J=8.84 Hz, 2H) 4.25-4.54 (m, 5H) 3.84 (ddd, J=17.31, 5.56, 5.43 Hz, 3H) 3.70 (d, J=6.06 Hz, 1H) 3.56 (br. s., 2H) 3.23 (br. s., 1H) 2.99-3.20 (...